From a dataset of the Open Reaction Database (ORD), a public repository of structured organic reaction records. describe an organic reaction: reactants, conditions, products, and yield Reactants: C(C1=CC=CC=C1)OC(=O)N[C@@H](C(C)C(F)(F)F)C(=O)NC=1C=C(C=CC1F)CCC(=O)OC(C)(C)C (tert-Butyl 3-[3-({N-[(benzyloxy)carbonyl]-4,4,4-trifluorovalyl}amino)-4-fluorophenyl]propanoate). The reagents and catalysts are [Pd] (palladium on carbon). Solvent: C(C)O (ethanol), C1CCOC1 (THF). Conditions: time 8 hour. Yields the product FC1=C(C=C(C=C1)CCC(=O)OC(C)(C)C)NC([C@@H](N)C(C)C(F)(F)F)=O ((+/−)-tert-Butyl 3-{4-fluoro-3-[(4,4,4-trifluorovalyl)amino]phenyl}propanoate). As a reaction SMILES: C(OC([NH:11][C@H:12]([C:19]([NH:21][C:22]1[CH:23]=[C:24]([CH2:29][CH2:30][C:31]([O:33][C:34]([CH3:37])([CH3:36])[CH3:35])=[O:32])[CH:25]=[CH:26][C:27]=1[F:28])=[O:20])[CH:13]([C:15]([F:18])([F:17])[F:16])[CH3:14])=O)C1C=CC=CC=1>C(O)C.C1COCC1.[Pd]>[F:28][C:27]1[CH:26]=[CH:25][C:24]([CH2:29][CH2:30][C:31]([O:33][C:34]([CH3:36])([CH3:37])[CH3:35])=[O:32])=[CH:23][C:22]=1[NH:21][C:19](=[O:20])[C@H:12]([CH:13]([C:15]([F:18])([F:17])[F:16])[CH3:14])[NH2:11]. Reported procedure: 12.29 g (23.3 mmol) of tert-butyl 3-[3-({N-[(benzyloxy)carbonyl]-4,4,4-trifluorovalyl}amino)-4-fluorophenyl]propanoate (Example 33A, racemic diastereomer mixture) were dissolved in a mixture of 80 ml of ethanol and 20 ml of THF. The solution was inertized with argon, and 745 mg of palladium on carbon (10%) were added. The reaction mixture was stirred vigorously at standard pressure under an atmosphere of hydrogen overnight. After filtration through kieselguhr and washing with ethanol/THF, the fi... Reactants: CC(=O)O, CC(C)OC(=O)c1cc([N+](=O)[O-])ccc1F, [Zn]. Yields the product CC(C)OC(=O)c1cc(N)ccc1F. As a reaction SMILES: [CH3:17][C:18](=[O:19])[OH:20].[F:1][c:2]1[c:3]([C:4](=[O:5])[O:6][CH:7]([CH3:8])[CH3:9])[cH:10][c:11]([N+:14]([O-:15])=[O:16])[cH:12][cH:13]1.[Zn:21]>>[F:1][c:2]1[c:3]([C:4](=[O:5])[O:6][CH:7]([CH3:8])[CH3:9])[cH:10][c:11]([NH2:14])[cH:12][cH:13]1. Starting materials: crude product, O.ON1N=NC2=C1C=CC=C2 (1-hydroxybenzotriazole monohydrate), Cl.C(C)N=C=NCCCN(C)C (1-ethyl-3-(3-dimethylaminopropyl)carbodiimide hydrochloride), N1N=C(C2=CC=CC=C12)/C=C/C1=CC=C(C(=O)O)C=C1 ((E)-4-[2-(1H-indazol-3-yl)vinyl]benzoic acid), CN(C(=O)NC1CCNCC1)C (1,1-dimethyl-3-(piperidin-4-yl)urea), CN1CCOCC1 (N-methylmorpholine). The product is CN(C(=O)NC1CCN(CC1)C(C1=CC=C(C=C1)\C=C\C1=NNC2=CC=CC=C12)=O)C ((E)-4-dimethylcarbamoylamino-1-{4-[2-(1H-indazol-3-yl)vinyl]benzoyl}piperidine). Yield: 61.5%. RXN SMILES: [NH:1]1[C:9]2[C:4](=[CH:5][CH:6]=[CH:7][CH:8]=2)[C:3](/[CH:10]=[CH:11]/[C:12]2[CH:20]=[CH:19][C:15]([C:16]([OH:18])=O)=[CH:14][CH:13]=2)=[N:2]1.[CH3:21][N:22]([CH3:32])[C:23]([NH:25][CH:26]1[CH2:31][CH2:30][NH:29][CH2:28][CH2:27]1)=[O:24].O.ON1C2C=CC=CC=2N=N1.Cl.C(N=C=NCCCN(C)C)C.CN1CCOCC1>>[CH3:21][N:22]([CH3:32])[C:23]([NH:25][CH:26]1[CH2:27][CH2:28][N:29]([C:16](=[O:18])[C:15]2[CH:14]=[CH:13][C:12](/[CH:11]=[CH:10]/[C:3]3[C:4]4[C:9](=[CH:8][CH:7]=[CH:6][CH:5]=4)[NH:1][N:2]=3)=[CH:20][CH:19]=2)[CH2:30][CH2:31]1)=[O:24] |f:2.3,4.5|. Procedure details: The crude product obtained using (E)-4-[2-(1H-indazol-3-yl)vinyl]benzoic acid (200 mg, 0.76 mmol) obtained in Step 6 of Example 1, 1,1-dimethyl-3-(piperidin-4-yl)urea (0.20 ml, 1.14 mmol), 1-hydroxybenzotriazole monohydrate (133 mg, 1.00 mmol), 1-ethyl-3-(3-dimethylaminopropyl)carbodiimide hydrochloride (204 mg, 1.06 mmol) and N-methylmorpholine (0.18 mL, 1.66 mmol) in a similar manner to Example 5, was crystallized from ethyl acetate to obtain Compound 132 (195 mg, 62%).